Dataset: the Open Reaction Database (ORD), a public repository of structured organic reaction records. Task: describe an organic reaction: reactants, conditions, products, and yield Starting materials: CN1CCOCC1 (N-methylmorpholine), C=1C=CC2=C(C1)N=NN2O (HOBt), C(C)(C)(C)OC(=O)N1CC(CCC1)CCC(=O)O (3-(2-carboxy-ethyl)-piperidine-1-carboxylic acid tert-butyl ester), C(CCl)Cl (EDC), NC=1C=C(C=CC1)CC(=O)NC1=CC(=C(C=C1)OC)OC (2-(3-amino-phenyl)-N-(3,4-dimethoxy-phenyl)-acetamide). The solvent is CN(C)C=O (DMF), ClCCl (dichloromethane). Run at time 30 minute. Product: COC=1C=C(C=CC1OC)NC(=O)CC=1C=C(C=CC1)NC(CCC1CNCCC1)=O (N-{3-[(3,4-Dimethoxy-phenylcarbamoyl)-methyl]-phenyl}-3-piperidin-3-yl-propionamide), C(=O)[O-] (formate). The yield is 412.5%. Reaction SMILES: C([O:5][C:6]([N:8]1[CH2:13][CH2:12][CH2:11][CH:10]([CH2:14][CH2:15][C:16]([OH:18])=O)[CH2:9]1)=[O:7])(C)(C)C.C(Cl)CCl.C1C=CC2N(O)N=NC=2C=1.CN1CCOCC1.[NH2:40][C:41]1[CH:42]=[C:43]([CH2:47][C:48]([NH:50][C:51]2[CH:56]=[CH:55][C:54]([O:57][CH3:58])=[C:53]([O:59][CH3:60])[CH:52]=2)=[O:49])[CH:44]=[CH:45][CH:46]=1>ClCCl.CN(C=O)C>[CH3:60][O:59][C:53]1[CH:52]=[C:51]([NH:50][C:48]([CH2:47][C:43]2[CH:42]=[C:41]([NH:40][C:16](=[O:18])[CH2:15][CH2:14][CH:10]3[CH2:11][CH2:12][CH2:13][NH:8][CH2:9]3)[CH:46]=[CH:45][CH:44]=2)=[O:49])[CH:56]=[CH:55][C:54]=1[O:57][CH3:58].[CH:6]([O-:7])=[O:5]. Procedure: 3-Nitrophenylacetic acid (136 mg, 0.75 mmol), EDC (240 mg, 1.25 mmol) and HOBt (135 mg, 1 mmol) were combined in a reaction vial, and DMF (1 mL) was added, followed by N-methylmorpholine (0.137 mL, 1.25 mmol). The resulting solution was agitated for 1 h, after which time 3,4-dimethoxyaniline (115 mg, 0.75 mmol) was added and the reaction mixture was agitated overnight. The reaction mixture was then diluted with 6 mL dichloromethane, and the resulting mixture was washed with 1 N HCl (2×2 mL), NaH...